Dataset: the Open Reaction Database (ORD), a public repository of structured organic reaction records. Task: describe an organic reaction: reactants, conditions, products, and yield The reactants are C(C1=CC=CC=C1)(=O)N=C=S (benzoyl isothiocyanate), NC1=C(C(=O)N)C=C(C=C1)C (2-amino-5-methylbenzamide). Solvent: CCOCC (ether), CCOCC (ether). Conditions: time 8 hour. Product: C(C1=CC=CC=C1)(=O)NC(=S)NC1=C(C(=O)N)C=C(C=C1)C (2-[[(Benzoylamino)thioxomethyl)amino]-5-methylbenzamide). Yield: 92.7%. RXN SMILES: [NH2:1][C:2]1[CH:10]=[CH:9][C:8]([CH3:11])=[CH:7][C:3]=1[C:4]([NH2:6])=[O:5].[C:12]([N:20]=[C:21]=[S:22])(=[O:19])[C:13]1[CH:18]=[CH:17][CH:16]=[CH:15][CH:14]=1>CCOCC>[C:12]([NH:20][C:21]([NH:1][C:2]1[CH:10]=[CH:9][C:8]([CH3:11])=[CH:7][C:3]=1[C:4]([NH2:6])=[O:5])=[S:22])(=[O:19])[C:13]1[CH:18]=[CH:17][CH:16]=[CH:15][CH:14]=1. Reported procedure: To a stirred mixture of 4.5 g of 2-amino-5-methylbenzamide and 200 ml of ether was added dropwise, a solution of 4.9 g benzoyl isothiocyanate in 100 ml of ether over 20 minutes. After stirring overnight, the solid was collected, giving 8.7 g of the desired product as white crystals, mp 198°-201° C. (dec.). Starting materials: COC(CNC=1C=NC=CC1C1=C(C=C(C=C1)F)OC)=O ([4-(4-fluoro-2-methoxy-phenyl)-pyridin-3-ylamino]-acetic acid methyl ester), CS(=O)(=O)C=1C=C(C(=O)O)C=C(C1)C(F)(F)F (3-methanesulfonyl-5-trifluoromethyl-benzoic acid). Product: COC(CN(C(C1=CC(=CC(=C1)C(F)(F)F)S(=O)(=O)C)=O)C=1C=NC=CC1C1=C(C=C(C=C1)F)OC)=O ([[4-(4-Fluoro-2-methoxy-phenyl)-pyridin-3-yl]-(3-methanesulfonyl-5-trifluoromethyl-benzoyl)-amino]-acetic acid methyl ester). As a reaction SMILES: [CH3:1][O:2][C:3](=[O:21])[CH2:4][NH:5][C:6]1[CH:7]=[N:8][CH:9]=[CH:10][C:11]=1[C:12]1[CH:17]=[CH:16][C:15]([F:18])=[CH:14][C:13]=1[O:19][CH3:20].[CH3:22][S:23]([C:26]1[CH:27]=[C:28]([CH:32]=[C:33]([C:35]([F:38])([F:37])[F:36])[CH:34]=1)[C:29](O)=[O:30])(=[O:25])=[O:24]>>[CH3:1][O:2][C:3](=[O:21])[CH2:4][N:5]([C:6]1[CH:7]=[N:8][CH:9]=[CH:10][C:11]=1[C:12]1[CH:17]=[CH:16][C:15]([F:18])=[CH:14][C:13]=1[O:19][CH3:20])[C:29](=[O:30])[C:28]1[CH:32]=[C:33]([C:35]([F:38])([F:36])[F:37])[CH:34]=[C:26]([S:23]([CH3:22])(=[O:25])=[O:24])[CH:27]=1. Procedure: The title compound was prepared in analogy to example 90, from [4-(4-fluoro-2-methoxy-phenyl)-pyridin-3-ylamino]-acetic acid methyl ester (example 176, intermediate a) and 3-methanesulfonyl-5-trifluoromethyl-benzoic acid (example 114, intermediate a). Yields the product CCOC(=O)C=Cc1c(F)cc(N)cc1F. Reaction SMILES: [C:12](=[O:13])([O:14][CH2:15][CH3:16])[CH:17]=[P:18]([c:19]1[cH:20][cH:21][cH:22][cH:23][cH:24]1)([c:25]1[cH:26][cH:27][cH:28][cH:29][cH:30]1)[c:31]1[cH:32][cH:33][cH:34][cH:35][cH:36]1.[CH3:37][CH2:38][OH:39].[NH2:1][c:2]1[cH:3][c:4]([F:11])[c:5]([CH:6]=[O:7])[c:8]([F:10])[cH:9]1>>[NH2:1][c:2]1[cH:3][c:4]([F:11])[c:5]([CH:6]=[CH:17][C:12](=[O:13])[O:14][CH2:15][CH3:16])[c:8]([F:10])[cH:9]1. The reactants are CCOC(=O)C=P(c1ccccc1)(c1ccccc1)c1ccccc1, CCO, Nc1cc(F)c(C=O)c(F)c1. Reactants: [OH-].[Na+] (sodium hydroxide), O=C1C=2N(NC=C1C(=O)OCC)C=CC2 (ethyl 4-oxo-1,4-dihydropyrrolo[1,2,b]pyridazin-3-carboxylate). The solvent is C(C)O (ethanol). Run at temperature 100 celsius, time 8 hour. Product: O=C1C=2N(NC=C1C(=O)O)C=CC2 (4-oxo-1,4-dihydropyrrolo[1,2-b]pyridazine-3-carboxylic acid). Reaction SMILES: [OH-].[Na+].[O:3]=[C:4]1[C:9]([C:10]([O:12]CC)=[O:11])=[CH:8][NH:7][N:6]2[CH:15]=[CH:16][CH:17]=[C:5]12>C(O)C>[O:3]=[C:4]1[C:9]([C:10]([OH:12])=[O:11])=[CH:8][NH:7][N:6]2[CH:15]=[CH:16][CH:17]=[C:5]12 |f:0.1|. Reported procedure: 2 M sodium hydroxide aqueous solution was added to a suspension of ethyl 4-oxo-1,4-dihydropyrrolo[1,2,b]pyridazin-3-carboxylate in ethanol (165 mL) and stirred overnight at 100° C. The resulting reaction mixture was cooled to room temperature, distilled under reduced pressure, and concentrated. Then, concentrated hydrochloric acid was added until pH decreased to 2. Thereafter, the solid was filtered, washed with water and dried in vacuum. The target compound obtained was subjected to the next st... Starting materials: C1(=CC=CC=C1)P(C1=CC=CC=2C(C3=CC=CC(=C3OC12)P(C1=CC=CC=C1)C1=CC=CC=C1)(C)C)C1=CC=CC=C1 (4,5-bis(diphenylphosphino)-9,9-dimethylxanthene), C([O-])([O-])=O.[Cs+].[Cs+] (cesium carbonate), BrC1=CC(=C(C#N)C=C1)Cl (4-bromo-2-chlorobenzonitrile), FC1(C(N[C@H]([C@H]1O)C)=O)F ((4R,5S)-3,3-difluoro-4-hydroxy-5-methylpyrrolidin-2-one). The reagents and catalysts are C=1C=CC(=CC1)/C=C/C(=O)/C=C/C2=CC=CC=C2.C=1C=CC(=CC1)/C=C/C(=O)/C=C/C2=CC=CC=C2.C=1C=CC(=CC1)/C=C/C(=O)/C=C/C2=CC=CC=C2.[Pd].[Pd] (tris(dibenzylideneacetone)dipalladium(0)). Product: ClC1=C(C#N)C=CC(=C1)N1C(C([C@@H]([C@@H]1C)O)(F)F)=O (2-chloro-4-[(4R,5S)-3,3-difluoro-4-hydroxy-5-methyl-2-oxopyrrolidin-1-yl]benzonitrile), powder. Isolated yield 5.0%. As a reaction SMILES: Br[C:2]1[CH:9]=[CH:8][C:5]([C:6]#[N:7])=[C:4]([Cl:10])[CH:3]=1.[F:11][C:12]1([F:20])[C@H:16]([OH:17])[C@H:15]([CH3:18])[NH:14][C:13]1=[O:19].C1(P(C2C=CC=CC=2)C2C3OC4C(=CC=CC=4P(C4C=CC=CC=4)C4C=CC=CC=4)C(C)(C)C=3C=CC=2)C=CC=CC=1.C(=O)([O-])[O-].[Cs+].[Cs+]>C1C=CC(/C=C/C(/C=C/C2C=CC=CC=2)=O)=CC=1.C1C=CC(/C=C/C(/C=C/C2C=CC=CC=2)=O)=CC=1.C1C=CC(/C=C/C(/C=C/C2C=CC=CC=2)=O)=CC=1.[Pd].[Pd]>[Cl:10][C:4]1[CH:3]=[C:2]([N:14]2[C@@H:15]([CH3:18])[C@@H:16]([OH:17])[C:12]([F:20])([F:11])[C:13]2=[O:19])[CH:9]=[CH:8][C:5]=1[C:6]#[N:7] |f:3.4.5,6.7.8.9.10|. Procedure: Using 4-bromo-2-chlorobenzonitrile (556 mg), (4R,5S)-3,3-difluoro-4-hydroxy-5-methylpyrrolidin-2-one (448 mg), 4,5-bis(diphenylphosphino)-9,9-dimethylxanthene (219 mg), tris(dibenzylideneacetone)dipalladium(0) (113 mg) and cesium carbonate (1.18 g), and in the same manner as in Reference Example 3, the title compound was obtained as a white powder (yield: 34.2 mg, 5%). Starting materials: CC(C)(C)[Si](OC=1C(=C(C=C(C1)F)CC#N)F)(C)C ((3-{[(1,1-dimethylethyl)(dimethyl)silyl]oxy}-2,5-difluorophenyl)acetonitrile), COCCBr (2-bromoethyl methyl ether), [F-].[K+] (potassium fluoride). Run in CN(C)C=O (DMF). Reaction conditions: time 15 hour. Yields the product FC1=C(C=C(C=C1OCCOC)F)CC#N ((2,5-difluoro-3-{[2-(methyloxy)ethyl]oxy}phenyl)acetonitrile). Isolated yield 70.7%. As a reaction SMILES: CC([Si](C)(C)[O:6][C:7]1[C:8]([F:17])=[C:9]([CH2:14][C:15]#[N:16])[CH:10]=[C:11]([F:13])[CH:12]=1)(C)C.[CH3:20][O:21][CH2:22][CH2:23]Br.[F-].[K+]>CN(C=O)C>[F:17][C:8]1[C:7]([O:6][CH2:23][CH2:22][O:21][CH3:20])=[CH:12][C:11]([F:13])=[CH:10][C:9]=1[CH2:14][C:15]#[N:16] |f:2.3|. Reported procedure: To a solution of (3-{[(1,1-dimethylethyl)(dimethyl)silyl]oxy}-2,5-difluorophenyl)acetonitrile (1.22 g, 4.30 mmol) in DMF (10 mL) was added 2-bromoethyl methyl ether (485 μl, 5.16 mmol) and potassium fluoride (0.5 g, 8.6 mmol). The mixture was stirred at room temperature for 15 hrs. The reaction mixture was partitioned between ethyl acetate and water. The aqueous portion was extracted with ethyl acetate. The combined organic portion was washed with brine, dried over sodium sulfate, filtered and c... Starting materials: [Al+3], C1CCOC1, CC(C)(C)c1ccc2c(c1)-c1cc(C(C)(C)C)c(CCl)cc1C2, [H-], [H-], [H-], [H-], [Li+]. Product: Cc1cc2c(cc1C(C)(C)C)-c1cc(C(C)(C)C)ccc1C2. Reaction SMILES: [Al+3:25].[CH2:30]1[O:31][CH2:32][CH2:33][CH2:34]1.[Cl:1][CH2:2][c:3]1[cH:4][c:5]2[c:13]([cH:14][c:15]1[C:16]([CH3:17])([CH3:18])[CH3:19])-[c:12]1[c:7]([cH:8][cH:9][c:10]([C:20]([CH3:21])([CH3:22])[CH3:23])[cH:11]1)[CH2:6]2.[H-:24].[H-:27].[H-:28].[H-:29].[Li+:26]>>[CH3:2][c:3]1[cH:4][c:5]2[c:13]([cH:14][c:15]1[C:16]([CH3:17])([CH3:18])[CH3:19])-[c:12]1[c:7]([cH:8][cH:9][c:10]([C:20]([CH3:21])([CH3:22])[CH3:23])[cH:11]1)[CH2:6]2.